The task is: describe an organic reaction: reactants, conditions, products, and yield. This data is from the Open Reaction Database (ORD), a public repository of structured organic reaction records. The reactants are BrB(Br)Br, ClCCl, COc1cc2cc(C)[nH]c2cc1F. The product is Cc1cc2cc(O)c(F)cc2[nH]1. As a reaction SMILES: [B:14]([Br:15])([Br:16])[Br:17].[CH2:18]([Cl:19])[Cl:20].[F:1][c:2]1[c:3]([O:12][CH3:13])[cH:4][c:5]2[cH:6][c:7]([CH3:11])[nH:8][c:9]2[cH:10]1>>[F:1][c:2]1[c:3]([OH:12])[cH:4][c:5]2[cH:6][c:7]([CH3:11])[nH:8][c:9]2[cH:10]1. Starting materials: N#Cc1ccc(S(=O)(=O)Cl)cc1, CCOc1ccc(CNCc2ccco2)cc1, ClCCl, O. Product: CCOc1ccc(CN(Cc2ccco2)S(=O)(=O)c2ccc(C#N)cc2)cc1. RXN SMILES: [C:1](#[N:2])[c:3]1[cH:4][cH:5][c:6]([S:9](=[O:10])(=[O:11])[Cl:12])[cH:7][cH:8]1.[CH2:13]([CH3:14])[O:15][c:16]1[cH:17][cH:18][c:19]([CH2:20][NH:21][CH2:22][c:23]2[o:24][cH:25][cH:26][cH:27]2)[cH:28][cH:29]1.[Cl:30][CH2:31][Cl:32].[OH2:33]>>[C:1](#[N:2])[c:3]1[cH:4][cH:5][c:6]([S:9](=[O:10])(=[O:11])[N:21]([CH2:20][c:19]2[cH:18][cH:17][c:16]([O:15][CH2:13][CH3:14])[cH:29][cH:28]2)[CH2:22][c:23]2[o:24][cH:25][cH:26][cH:27]2)[cH:7][cH:8]1.